This data is from the Open Reaction Database (ORD), a public repository of structured organic reaction records. The task is: describe an organic reaction: reactants, conditions, products, and yield Starting materials: [Ag+2], COC(=O)c1cccc(C)c1Br, C=CCc1c(OC)c(C)c2c(c1OC(C)=O)C(=O)OC2, O=C([O-])[O-], CC(=O)[O-], CC(=O)[O-], CN(C)C=O, Cl, O, [Pd+2], c1ccc(P(c2ccccc2)c2ccccc2)cc1. Product: COC(=O)c1cccc(C)c1C=CCc1c(OC)c(C)c2c(c1OC(C)=O)C(=O)OC2. Reaction SMILES: [Ag+2:57].[Br:21][c:22]1[c:23]([C:24](=[O:25])[O:26][CH3:27])[cH:28][cH:29][cH:30][c:31]1[CH3:32].[C:1]([CH3:2])(=[O:3])[O:4][c:5]1[c:6]2[c:10]([c:11]([CH3:19])[c:12]([O:17][CH3:18])[c:13]1[CH2:14][CH:15]=[CH2:16])[CH2:9][O:8][C:7]2=[O:20].[C:53](=[O:54])([O-:55])[O-:56].[C:58]([O-:59])(=[O:60])[CH3:61].[C:63]([O-:64])(=[O:65])[CH3:66].[CH3:68][N:69]([CH3:70])[CH:71]=[O:72].[ClH:52].[OH2:67].[Pd+2:62].[c:33]1([P:34]([c:35]2[cH:36][cH:37][cH:38][cH:39][cH:40]2)[c:41]2[cH:42][cH:43][cH:44][cH:45][cH:46]2)[cH:47][cH:48][cH:49][cH:50][cH:51]1>>[C:1]([CH3:2])(=[O:3])[O:4][c:5]1[c:6]2[c:10]([c:11]([CH3:19])[c:12]([O:17][CH3:18])[c:13]1[CH2:14][CH:15]=[CH:16][c:22]1[c:23]([C:24](=[O:25])[O:26][CH3:27])[cH:28][cH:29][cH:30][c:31]1[CH3:32])[CH2:9][O:8][C:7]2=[O:20]. The solvent is CN(C=O)C (dimethylformamide). Product: ClC=1C=CC2=C(CCCCN2C(C2=CC(=C(C=C2)OCC2=C(C=CC=C2)Cl)OC)=O)C1 (7-chloro-1-[3-methoxy-4-(2-chlorobenzyloxy)benzoyl]-2,3,4,5-tetrahydro-1H-benzazepine). Conditions: time 8 hour. Starting materials: ClC=1C=CC2=C(CCCCN2C(C2=CC(=C(C=C2)O)OC)=O)C1 (7-chloro-1-(3-methoxy-4-hydroxybenzoyl)-2,3,4,5-tetrahydro-1H-benzazepine), C([O-])([O-])=O.[K+].[K+] (potassium carbonate), ClC1=C(CCl)C=CC=C1 (2-chlorobenzyl chloride), O (water). RXN SMILES: [Cl:1][C:2]1[CH:3]=[CH:4][C:5]2[N:11]([C:12](=[O:22])[C:13]3[CH:18]=[CH:17][C:16]([OH:19])=[C:15]([O:20][CH3:21])[CH:14]=3)[CH2:10][CH2:9][CH2:8][CH2:7][C:6]=2[CH:23]=1.C(=O)([O-])[O-].[K+].[K+].[Cl:30][C:31]1[CH:38]=[CH:37][CH:36]=[CH:35][C:32]=1[CH2:33]Cl.O>CN(C)C=O>[Cl:1][C:2]1[CH:3]=[CH:4][C:5]2[N:11]([C:12](=[O:22])[C:13]3[CH:18]=[CH:17][C:16]([O:19][CH2:33][C:32]4[CH:35]=[CH:36][CH:37]=[CH:38][C:31]=4[Cl:30])=[C:15]([O:20][CH3:21])[CH:14]=3)[CH2:10][CH2:9][CH2:8][CH2:7][C:6]=2[CH:23]=1 |f:1.2.3|. Procedure: To a solution of 7-chloro-1-(3-methoxy-4-hydroxybenzoyl)-2,3,4,5-tetrahydro-1H-benzazepine (0.7 g) in dry dimethylformamide (20 ml) are added potassium carbonate (0.35 g) and 2-chlorobenzyl chloride (0.32 ml), and the mixture is stirred at room temperature overnight. To the reaction solution is added water, and the mixture is extracted with ethyl acetate. The extract is washed with water, dried, and evaporated to remove the solvent. The residue is recrystallized from acetone/diethyl ether to giv...